From a dataset of the Open Reaction Database (ORD), a public repository of structured organic reaction records. describe an organic reaction: reactants, conditions, products, and yield The reactants are [H][H] (hydrogen), ClC1=CC2=C(C3=C(O2)C=CC(=C3)O)C=C1 (7-Chloro-2-hydroxydibenzofuran), C1(CCCO1)=O (butyrolactone), [H-].[Na+] (sodium hydride). Solvent: petroleum ether. Conditions: temperature 120 celsius. Product: ClC1=CC2=C(C3=C(O2)C=CC(=C3)OC(C(=O)O)CC)C=C1 (2-(7-Chloro-2-dibenzofuranyloxy) butyric acid). As a reaction SMILES: [Cl:1][C:2]1[CH:15]=[CH:14][C:5]2[C:6]3[CH:12]=[C:11]([OH:13])[CH:10]=[CH:9][C:7]=3[O:8][C:4]=2[CH:3]=1.[C:16]1(=[O:21])[O:20][CH2:19][CH2:18][CH2:17]1.[H-].[Na+].[H][H]>>[Cl:1][C:2]1[CH:15]=[CH:14][C:5]2[C:6]3[CH:12]=[C:11]([O:13][CH:17]([CH2:18][CH3:19])[C:16]([OH:21])=[O:20])[CH:10]=[CH:9][C:7]=3[O:8][C:4]=2[CH:3]=1 |f:2.3|. Procedure: 110 g (0.5 mole) 7-Chloro-2-hydroxydibenzofuran is dissolved in 200 g (2.3 mole) of butyrolactone. To this solution is added 27.5 g (0.57 mole) sodium hydride 50% dispersion in oil (prewashed with petroleum ether) in small increments. When hydrogen evolution ceases the solution is heated to 120° C. for 2 hours. The excess butyrolactone was distilled off under high vacuum. The crude product was dissolved in water and precipitated into dilute acid. The product was filtered and redissolved in sodiu... Starting materials: O=C1CCC(=O)N1Br, ClC(Cl)(Cl)Cl, Cc1cccc2c1ncn2C(=O)O. The product is O=C(O)n1cnc2c(CBr)cccc21. As a reaction SMILES: [Br:14][N:15]1[C:16](=[O:17])[CH2:18][CH2:19][C:20]1=[O:21].[C:22]([Cl:23])([Cl:24])([Cl:25])[Cl:26].[CH3:1][c:2]1[cH:3][cH:4][cH:5][c:6]2[n:7]([C:11](=[O:12])[OH:13])[cH:8][n:9][c:10]12>>[CH2:1]([c:2]1[cH:3][cH:4][cH:5][c:6]2[n:7]([C:11](=[O:12])[OH:13])[cH:8][n:9][c:10]12)[Br:14]. Starting materials: C(C)[Si](O[C@H]1[C@@H]([C@H]([C@H](C1)O)C\C=C/CCCC(=O)OC(C)C)\C=C\[C@H](COC1=CC(=CC=C1)C(F)(F)F)O[Si](CC)(CC)CC)(CC)CC ((Z)-isopropyl 7-((1R,2R,3R,5S)-3-((triethylsilyl)oxy)-2-((R,E)-3-((triethylsilyl)oxy)-4-(3-(trifluoro methyl)phenoxy)but-1-en-1-yl)-5-hydroxycyclopentyl)hept-5-enoate). Solvent: C(C(C)C)C(=O)C (methyl isobutyl ketone). Conditions: time 3 day. Product: FC(C=1C=C(OC[C@@H](/C=C/[C@@H]2[C@H]([C@H](C[C@H]2O[Si](CC)(CC)CC)O)C\C=C/CCCC(=O)O)O[Si](CC)(CC)CC)C=CC1)(F)F ((5Z)-7-((1R,2R,3R,5S)-2-((R,E)-4-(3-(trifluoromethyl)phenoxy)-3-(triethylsilyloxy)but-1-enyl)-5-hydroxy-3-(triethylsilyloxy)cyclopentyl)hept-5-enoic acid). Isolated yield 106.1%. As a reaction SMILES: [CH2:1]([Si:3]([CH2:48][CH3:49])([CH2:46][CH3:47])[O:4][C@@H:5]1[CH2:9][C@H:8]([OH:10])[C@H:7]([CH2:11]/[CH:12]=[CH:13]\[CH2:14][CH2:15][CH2:16][C:17]([O:19]C(C)C)=[O:18])[C@H:6]1/[CH:23]=[CH:24]/[C@@H:25]([O:38][Si:39]([CH2:44][CH3:45])([CH2:42][CH3:43])[CH2:40][CH3:41])[CH2:26][O:27][C:28]1[CH:33]=[CH:32][CH:31]=[C:30]([C:34]([F:37])([F:36])[F:35])[CH:29]=1)[CH3:2]>C(C(C)=O)C(C)C>[F:37][C:34]([F:35])([F:36])[C:30]1[CH:29]=[C:28]([CH:33]=[CH:32][CH:31]=1)[O:27][CH2:26][C@H:25]([O:38][Si:39]([CH2:40][CH3:41])([CH2:42][CH3:43])[CH2:44][CH3:45])/[CH:24]=[CH:23]/[C@H:6]1[C@H:5]([O:4][Si:3]([CH2:1][CH3:2])([CH2:48][CH3:49])[CH2:46][CH3:47])[CH2:9][C@H:8]([OH:10])[C@@H:7]1[CH2:11]/[CH:12]=[CH:13]\[CH2:14][CH2:15][CH2:16][C:17]([OH:19])=[O:18]. Procedure details: (Z)-isopropyl 7-((1R,2R,3R,5S)-3-((triethylsilyl)oxy)-2-((R,E)-3-((triethylsilyl)oxy)-4-(3-(trifluoro methyl)phenoxy)but-1-en-1-yl)-5-hydroxycyclopentyl)hept-5-enoate (1.5 g from Example 14) in 10 mL methyl isobutyl ketone and 0.2 g Candida antarcitica lipase was added into 25 mL round-bottom flask. The reaction mixture was stirred at room temperature for 3 days. Then, the Lipase was filtered off and solvent was evaporated off under vacuum to obtain 1.5 g crude product.